Dataset: the Open Reaction Database (ORD), a public repository of structured organic reaction records. Task: describe an organic reaction: reactants, conditions, products, and yield The reactants are O=C([O-])[O-], O=C(O)Cc1cc(F)c([N+](=O)[O-])c(F)c1, [K+], [K+], CN(C)C=O. Yields the product Cc1cc(F)c([N+](=O)[O-])c(F)c1. Reaction SMILES: [C:16](=[O:17])([O-:18])[O-:19].[F:1][c:2]1[cH:3][c:4]([CH2:12][C:13]([OH:14])=[O:15])[cH:5][c:6]([F:11])[c:7]1[N+:8](=[O:9])[O-:10].[K+:20].[K+:21].[O:22]=[CH:23][N:24]([CH3:25])[CH3:26]>>[F:1][c:2]1[cH:3][c:4]([CH3:12])[cH:5][c:6]([F:11])[c:7]1[N+:8](=[O:9])[O-:10]. Starting materials: S(O)(O)(=O)=O (sulfuric acid), OC1=C(C(=O)O)C=CC(=C1)C (2-hydroxy-4-methylbenzoic acid), [OH-].[Na+] (sodium hydroxide), S(=O)(=O)(OC)OC (dimethyl sulphate). Solvent: O (water), O (water). Conditions: temperature 10 celsius, time 6 day. Product: COC1=C(C(=O)O)C=CC(=C1)C (2-methoxy-4-methylbenzoic acid). Reaction SMILES: [OH:1][C:2]1[CH:10]=[C:9]([CH3:11])[CH:8]=[CH:7][C:3]=1[C:4]([OH:6])=[O:5].[OH-].[Na+].S(OC)(O[CH3:18])(=O)=O.S(=O)(=O)(O)O>O>[CH3:18][O:1][C:2]1[CH:10]=[C:9]([CH3:11])[CH:8]=[CH:7][C:3]=1[C:4]([OH:6])=[O:5] |f:1.2|. Procedure: A stirred mixture of 2-hydroxy-4-methylbenzoic acid (75 g, 0.50 mol), sodium hydroxide (42 g, 1.0 mol) and water (250 ml) was cooled to 10° C. and treated dropwise with dimethyl sulphate (126 g, 1.0 mol). The mixture was stirred for 6 days, poured into water (4000 ml), acidified with sulfuric acid and extracted with dichloromethane (4×600 ml). The extracts were combined, washed with water, dried over sodium sulfate and the solvent was evaporated off under reduced pressure. The resulting oil was ... Starting materials: OC1=C(C(=O)OC)C=CC=C1C=C(C)[N+](=O)[O-] (methyl 2-hydroxy-3-(2-nitro-1-propenyl)benzoate), C(C)(=O)O (acetic acid). Conditions: temperature 70 celsius. The yield is 76.6%. Reagents/catalysts: [Fe] (iron). Solvent: C1(=CC=CC=C1)C (Toluene). Product: CC=1OC2=C(C1)C=CC=C2C(=O)OC (methyl 2-methylbenzofuran-7-carboxylate). Procedure details: A mixture of 2.02 g of methyl 2-hydroxy-3-(2-nitro-1-propenyl)benzoate, 4.75 g of iron powder and 40 ml of acetic acid is heated at 70° C. for 25 minutes. Toluene is added to the reaction mixture, and the mixture is filtered and washed with chloroform. The washings and the filtrate are combined and the mixture is evaporated under reduced pressure to remove solvent. 50 ml of toluene, 2.43 g of p-toluenesulfonic acid monohydrate and 1 ml of water are added to the residue. The mixture is refluxed f... RXN SMILES: [OH:1][C:2]1[C:11]([CH:12]=[C:13]([N+]([O-])=O)[CH3:14])=[CH:10][CH:9]=[CH:8][C:3]=1[C:4]([O:6][CH3:7])=[O:5].C(O)(=O)C>[Fe].C1(C)C=CC=CC=1>[CH3:14][C:13]1[O:1][C:2]2[C:3]([C:4]([O:6][CH3:7])=[O:5])=[CH:8][CH:9]=[CH:10][C:11]=2[CH:12]=1.